This data is from the Open Reaction Database (ORD), a public repository of structured organic reaction records. The task is: describe an organic reaction: reactants, conditions, products, and yield Product: Clc1ncnc2c1c(-c1ccc(OCc3ccccc3)cc1)cn2C1CCC2(CC1)OCCO2. As a reaction SMILES: [CH2:22]([c:23]1[cH:24][cH:25][cH:26][cH:27][cH:28]1)[O:29][c:30]1[cH:31][cH:32][c:33]([B:36]([OH:37])[OH:38])[cH:34][cH:35]1.[CH3:45][O:46][CH2:47][CH2:48][O:49][CH3:50].[Cl:1][c:2]1[c:3]2[c:4]([n:5][cH:6][n:7]1)[n:8]([CH:12]1[CH2:13][CH2:14][C:15]3([O:16][CH2:17][CH2:18][O:19]3)[CH2:20][CH2:21]1)[cH:9][c:10]2[I:11].[Na+:39].[Na+:40].[O-:41][C:42](=[O:43])[O-:44].[OH2:51].[cH:52]1[cH:53][cH:54][c:55]([P:56]([Pd:57]([P:58]([c:59]2[cH:60][cH:61][cH:62][cH:63][cH:64]2)([c:65]2[cH:66][cH:67][cH:68][cH:69][cH:70]2)[c:71]2[cH:72][cH:73][cH:74][cH:75][cH:76]2)([P:77]([c:78]2[cH:79][cH:80][cH:81][cH:82][cH:83]2)([c:84]2[cH:85][cH:86][cH:87][cH:88][cH:89]2)[c:90]2[cH:91][cH:92][cH:93][cH:94][cH:95]2)[P:96]([c:97]2[cH:98][cH:99][cH:100][cH:101][cH:102]2)([c:103]2[cH:104][cH:105][cH:106][cH:107][cH:108]2)[c:109]2[cH:110][cH:111][cH:112][cH:113][cH:114]2)([c:115]2[cH:116][cH:117][cH:118][cH:119][cH:120]2)[c:121]2[cH:122][cH:123][cH:124][cH:125][cH:126]2)[cH:127][cH:128]1>>[Cl:1][c:2]1[c:3]2[c:4]([n:5][cH:6][n:7]1)[n:8]([CH:12]1[CH2:13][CH2:14][C:15]3([O:16][CH2:17][CH2:18][O:19]3)[CH2:20][CH2:21]1)[cH:9][c:10]2-[c:33]1[cH:32][cH:31][c:30]([O:29][CH2:22][c:23]2[cH:24][cH:25][cH:26][cH:27][cH:28]2)[cH:35][cH:34]1. Starting materials: OB(O)c1ccc(OCc2ccccc2)cc1, COCCOC, Clc1ncnc2c1c(I)cn2C1CCC2(CC1)OCCO2, [Na+], [Na+], O=C([O-])[O-], O, c1ccc(P(c2ccccc2)(c2ccccc2)[Pd](P(c2ccccc2)(c2ccccc2)c2ccccc2)(P(c2ccccc2)(c2ccccc2)c2ccccc2)P(c2ccccc2)(c2ccccc2)c2ccccc2)cc1. Starting materials: C1(=CC=CC=C1)C1=NC(N=C1C1=CC=CC=C1)=O (4,5-Diphenylimidazol-2-one), BrCCCCCCCC(=O)OCC (ethyl 8-bromooctanoate), C([O-])([O-])=O.[K+].[K+] (potassium carbonate). Solvent: CC(CC)=O (butanone). Product: C1(=CC=CC=C1)C=1NC(N(C1C1=CC=CC=C1)CCCCCCCC(=O)OCC)=O (Ethyl 8-(4,5-diphenyl-2-oxo-2,3-dihydroimidazol-1-yl)octanoate). As a reaction SMILES: [C:1]1([C:7]2[C:11]([C:12]3[CH:17]=[CH:16][CH:15]=[CH:14][CH:13]=3)=[N:10][C:9](=[O:18])[N:8]=2)[CH:6]=[CH:5][CH:4]=[CH:3][CH:2]=1.Br[CH2:20][CH2:21][CH2:22][CH2:23][CH2:24][CH2:25][CH2:26][C:27]([O:29][CH2:30][CH3:31])=[O:28].C(=O)([O-])[O-].[K+].[K+]>CC(=O)CC>[C:1]1([C:7]2[NH:8][C:9](=[O:18])[N:10]([CH2:20][CH2:21][CH2:22][CH2:23][CH2:24][CH2:25][CH2:26][C:27]([O:29][CH2:30][CH3:31])=[O:28])[C:11]=2[C:12]2[CH:13]=[CH:14][CH:15]=[CH:16][CH:17]=2)[CH:2]=[CH:3][CH:4]=[CH:5][CH:6]=1 |f:2.3.4|. Procedure details: 4,5-Diphenylimidazol-2-one was treated with ethyl 8-bromooctanoate and potassium carbonate in butanone to give after work-up the title compound, m.p. 78°-79° C., Found:C, 73.7;H, 7.4;N, 6.7%;C25H30N2O3 requires: C, 73.9;H, 7.4;N, 6.9% Reactants: [BH3-]C#N, O=C1CCC2(CC1)OCCO2, CNC, CC(=O)O, [Na+]. The product is CN(C)C1CCC2(CC1)OCCO2. RXN SMILES: [C:15]([BH3-:16])#[N:17].[CH2:1]1[CH2:2][O:3][C:4]2([CH2:5][CH2:6][C:7](=[O:10])[CH2:8][CH2:9]2)[O:11]1.[CH3:12][NH:13][CH3:14].[CH3:19][C:20](=[O:21])[OH:22].[Na+:18]>>[CH2:1]1[CH2:2][O:3][C:4]2([CH2:5][CH2:6][CH:7]([N:13]([CH3:12])[CH3:14])[CH2:8][CH2:9]2)[O:11]1. The reactants are 157.0, C(\C=C\C(=O)O)(=O)O.S1C=NC(=C1)CN1C(=NC=2C1=NC=CC2)NC2CN(CC2)C(=O)OCC (ethyl 3-[[3-(4-thiazolylmethyl)-3H-imidazo[4,5-b]pyridin-2-yl]amino]-1-pyrrolidinecarboxylate (E)-2-butenedioate), Br (hydrobromic acid). Run in O (water). Run at temperature 100 celsius, time 22 hour. The product is 106.5, Br.Br.N1CC(CC1)NC1=NC=2C(=NC=CC2)N1CC=1N=CSC1 (N-(3-pyrrolidinyl)-3-(4-thiazolylmethyl)-3H-imidazo[4,5-b]pyridin-2-amine dihydrobromide). Yield: 79.4%. Reaction SMILES: C(O)(=O)/C=C/C(O)=O.[S:9]1[CH:13]=[C:12]([CH2:14][N:15]2[C:19]3=[N:20][CH:21]=[CH:22][CH:23]=[C:18]3[N:17]=[C:16]2[NH:24][CH:25]2[CH2:29][CH2:28][N:27](C(OCC)=O)[CH2:26]2)[N:11]=[CH:10]1.[BrH:35]>O>[BrH:35].[BrH:35].[NH:27]1[CH2:28][CH2:29][CH:25]([NH:24][C:16]2[N:15]([CH2:14][C:12]3[N:11]=[CH:10][S:9][CH:13]=3)[C:19]3=[N:20][CH:21]=[CH:22][CH:23]=[C:18]3[N:17]=2)[CH2:26]1 |f:0.1,4.5.6|. Reported procedure: A mixture of 157.0 parts of ethyl 3-[[3-(4-thiazolylmethyl)-3H-imidazo[4,5-b]pyridin-2-yl]amino]-1-pyrrolidinecarboxylate (E)-2-butenedioate(2:3) and 870 parts of a hydrobromic acid solution 48% in water was stirred for 22 hours at 100° C. After cooling, the precipitate was filtered off and washed with water. The filtrate was evaporated. The residue was taken up three times in methylbenzene and the solvent was evaporated each time. The oily residue was stirred in 2-propanone. The precipitate was... The reactants are C(=O)(OC)CCC\C=C\1/C[C@H]2C[C@H]([C@@H]([C@H]2C1)CCC(C(CCCC)F)=O)OC1OCCCC1 ((1S,2R,3R,5S)-7(E)-(4-carbomethoxybutylidene)-2-[4(RS)-fluoro-3-oxo-octyl]-3-tetrahydropyranyloxy-bicyclo[3.3.0]octane), [BH4-].[Na+] (sodium borohydride). Run in CO (methanol). Reaction conditions: time 30 minute. Yields the product C(=O)(OC)CCC\C=C\1/C[C@H]2C[C@H]([C@@H]([C@H]2C1)CCC(C(CCCC)F)O)OC1OCCCC1 ((1S,2R,3R,5S)-7(E)-(4-carbomethoxybutylidene)-2-[4(RS)-fluoro-3(RS)-hydroxy-octyl]-3-tetrahydropyranyloxybicyclo[3.3.0]octane). As a reaction SMILES: [C:1]([CH2:5][CH2:6][CH2:7]/[CH:8]=[C:9]1\[CH2:10][C@@H:11]2[C@H:15]([CH2:16]\1)[C@@H:14]([CH2:17][CH2:18][C:19](=[O:26])[CH:20]([F:25])[CH2:21][CH2:22][CH2:23][CH3:24])[C@H:13]([O:27][CH:28]1[CH2:33][CH2:32][CH2:31][CH2:30][O:29]1)[CH2:12]2)([O:3][CH3:4])=[O:2].[BH4-].[Na+]>CO>[C:1]([CH2:5][CH2:6][CH2:7]/[CH:8]=[C:9]1\[CH2:10][C@@H:11]2[C@H:15]([CH2:16]\1)[C@@H:14]([CH2:17][CH2:18][CH:19]([OH:26])[CH:20]([F:25])[CH2:21][CH2:22][CH2:23][CH3:24])[C@H:13]([O:27][CH:28]1[CH2:33][CH2:32][CH2:31][CH2:30][O:29]1)[CH2:12]2)([O:3][CH3:4])=[O:2] |f:1.2|. Procedure: (1S,2R,3R,5S)-7(E)-(4-Carbomethoxybutylidene)-2-[4(RS)-fluoro-3-oxo-octyl]-3-tetrahydropyranyloxybicyclo[ 3.3.0]octane (11) (0.197 g) was dissolved in methanol, to which a sodium borohydride (0.017 g) was added at 0° C. The mixture was stirred for 30 minutes and treated as a usual work-up. A crude product obtained was chromatographed (hexane/ethyl acetate=3/1) to give (1S,2R,3R,5S)-7(E)-(4-carbomethoxybutylidene)-2-[4(RS)-fluoro-3(RS)-hydroxy-octyl]-3-tetrahydropyranyloxybicyclo[3.3.0]octane (12...